This data is from the Open Reaction Database (ORD), a public repository of structured organic reaction records. The task is: describe an organic reaction: reactants, conditions, products, and yield The reactants are C(=NC1CCCCC1)=NC1CCCCC1, ClCCl, NCC=Cc1ccc2oc(=O)[nH]c2c1, On1nnc2ccccc21. Product: O=c1[nH]c2ccccc2o1. As a reaction SMILES: [CH:11]1([N:12]=[C:13]=[N:14][CH:15]2[CH2:16][CH2:17][CH2:18][CH2:19][CH2:20]2)[CH2:21][CH2:22][CH2:23][CH2:24][CH2:25]1.[Cl:40][CH2:41][Cl:42].[NH2:26][CH2:27][CH:28]=[CH:29][c:30]1[cH:31][cH:32][c:33]2[c:34]([nH:35][c:36](=[O:38])[o:37]2)[cH:39]1.[OH:1][n:2]1[c:3]2[cH:4][cH:5][cH:6][cH:7][c:8]2[n:9][n:10]1>>[cH:30]1[cH:31][cH:32][c:33]2[c:34]([nH:35][c:36](=[O:38])[o:37]2)[cH:39]1.